From a dataset of the Open Reaction Database (ORD), a public repository of structured organic reaction records. describe an organic reaction: reactants, conditions, products, and yield Reactants: FC=1C=C(C=CC1)C=CC1=[N+](C=CC=C1)[O-] (2-[2-(3-fluoro-phenyl)-vinyl]-pyridine 1-oxide), COS(=O)(=O)OC (dimethylsulfate), [C-]#N.[Na+] (NaCN). RXN SMILES: [F:1][C:2]1[CH:3]=[C:4]([CH:8]=[CH:9][C:10]2[CH:15]=[CH:14][CH:13]=[CH:12][N+:11]=2[O-])[CH:5]=[CH:6][CH:7]=1.COS(OC)(=O)=O.[C-:24]#[N:25].[Na+]>CC(O)C>[F:1][C:2]1[CH:3]=[C:4]([CH:8]=[CH:9][C:10]2[N:11]=[C:12]([C:24]#[N:25])[CH:13]=[CH:14][CH:15]=2)[CH:5]=[CH:6][CH:7]=1 |f:2.3|. Product: FC=1C=C(C=CC1)C=CC1=CC=CC(=N1)C#N (6-[2-(3-Fluoro-phenyl)-vinyl]-pyridine-2-carbonitrile). Reported procedure: Following the general method described in example 2b, 2-[2-(3-fluoro-phenyl)-vinyl]-pyridine 1-oxide was reacted first with dimethylsulfate and then with NaCN. After extraction and crystallization the title compound was obtained as a beige crystalline material. Mp. 111-112° C. (iPrOH), MS: m/e=224 (M+). Solvent: CC(C)O (iPrOH). Conditions: time 5 hour. Solvent: CO (methanol). Yields the product C1NC(CC2=C1NC1=CC=CC=C21)C(=O)OC (methyl 1,2,3,4-tetrahydro-9H-pyrido[3,4-b]indole-3-carboxylate). Reactants: COC([C@@H](N)CC1=CNC2=CC=CC=C12)=O (L-tryptophane methyl ester), C=O (formaldehyde). As a reaction SMILES: [CH3:1][O:2][C:3](=[O:16])[C@H:4]([CH2:6][C:7]1[C:15]2[C:10](=[CH:11][CH:12]=[CH:13][CH:14]=2)[NH:9][CH:8]=1)[NH2:5].[CH2:17]=O>CO>[CH2:17]1[C:8]2[NH:9][C:10]3[C:15]([C:7]=2[CH2:6][CH:4]([C:3]([O:2][CH3:1])=[O:16])[NH:5]1)=[CH:14][CH:13]=[CH:12][CH:11]=3. Reported procedure: A mixture of L-tryptophane methyl ester (25.4 g, 100 mmol) and 37% formaldehyde solution (12.5 mL) in aqueous methanol (170 mL; H2O:MeOH, v/v 10:1) was stirred at room temperature for 5 h. The reaction mixture was evaporated to dryness in vacuo. The residue was basified with sodium bicarbonate to give methyl 1,2,3,4-tetrahydro-9H-pyrido[3,4-b]indole-3-carboxylate, 14.4 g (63%); mp 161-162° C. (lit.19 mp 164-165° C.). 1H NMR (DMSO-d6) δ 2.78 (1H, m, CH2), 2.98 (1H, m, CH2), 3.66 (3H, s, COOMe), 3... Starting materials: NC1=C(C(=NN1)C1=CC=C(C=C1)OC)C#N (5-amino-3-(4-methoxy-phenyl)-1H-pyrazole-4-carbonitrile), C(C)OC(N(C)C)OCC (N,N-dimethylformamide diethyl acetal). The solvent is C1(=CC=CC=C1)C (toluene). Reaction conditions: temperature 0 celsius. Yields the product COC1=CC=C(C=C1)C1=NNC(=C1C#N)N=CN(C)C (N'-[3-(4-methoxy-phenyl)-4-cyano-1H-pyrazol-5-yl]-N,N-dimethylformamidine). Reaction SMILES: [NH2:1][C:2]1[NH:6][N:5]=[C:4]([C:7]2[CH:12]=[CH:11][C:10]([O:13][CH3:14])=[CH:9][CH:8]=2)[C:3]=1[C:15]#[N:16].C(O[CH:20](OCC)[N:21]([CH3:23])[CH3:22])C>C1(C)C=CC=CC=1>[CH3:14][O:13][C:10]1[CH:9]=[CH:8][C:7]([C:4]2[C:3]([C:15]#[N:16])=[C:2]([N:1]=[CH:20][N:21]([CH3:23])[CH3:22])[NH:6][N:5]=2)=[CH:12][CH:11]=1. Procedure: Under a N2 atmosphere, a suspension of 1.87 g (8.16 mmol) of 5-amino-3-(4-methoxy-phenyl)-1H-pyrazole-4-carbonitrile (for preparation see: J. Heterocyclic Chem. 27, 647 (1990)) in 33 ml of toluene is boiled under reflux for 3.5 hours with 1.64 ml of N,N-dimethylformamide diethyl acetal (95%; 9.1 mmol). Crystallization by cooling to 0° C., filtering with suction and washing with hexane yield N'-[3-(4-methoxy-phenyl)-4-cyano-1H-pyrazol-5-yl]-N,N-dimethylformamidine; m.p. 169-171° C.; TLC: Rf =0.18... The product is BrC1=CC=C(C=C1)C1=NC2=C(N1)C=CC=C2C(=O)N (2-(4-bromophenyl)-1H-benzimidazole-4-carboxamide). Reaction SMILES: Cl.Cl.[NH2:3][C:4]1[C:12]([NH2:13])=[CH:11][CH:10]=[CH:9][C:5]=1[C:6]([NH2:8])=[O:7].[Br:14][C:15]1[CH:22]=[CH:21][C:18]([CH:19]=O)=[CH:17][CH:16]=1>CO.[Pd]>[Br:14][C:15]1[CH:22]=[CH:21][C:18]([C:19]2[NH:13][C:12]3[CH:11]=[CH:10][CH:9]=[C:5]([C:6]([NH2:8])=[O:7])[C:4]=3[N:3]=2)=[CH:17][CH:16]=1 |f:0.1.2|. Starting materials: BrC1=CC=C(C=O)C=C1 (4-bromobenzaldehyde), Cl.Cl.NC1=C(C(=O)N)C=CC=C1N (2,3-diaminobenzamide dihydrochloride). Isolated yield 17.0%. Run in CO (methanol). Procedure details: To a mixture of 2,3-diaminobenzamide dihydrochloride (synthesized as described in U.S. Pat. No. 6,737,421, column 11, EXAMPLE 2, step (e), 5 g, 22.3 mmol) and 4-bromobenzaldehyde (4.13 g, 22.3 mmol) in methanol (200 mL) was added 10% Pd/C (1.3 g). The mixture was refluxed overnight, then cooled and filtered though a pad of celite. The filtrate was concentrated under vacuum and purified by chromatography on a silica gel column with 0-10% methanol/dichloromethane to provide the title compound (1.2... Reagents/catalysts: [Pd] (Pd/C). Starting materials: C[O-], CN(C)C=O, O=Cc1ccc(Cl)cc1, O=C1CSc2ccc3ccccc3c2N1, [Na+], O. Product: O=C1Nc2c(ccc3ccccc23)SC1=Cc1ccc(Cl)cc1. RXN SMILES: [CH3:25][O-:26].[CH3:28][N:29]([CH3:30])[CH:31]=[O:32].[Cl:16][c:17]1[cH:18][cH:19][c:20]([CH:21]=[O:22])[cH:23][cH:24]1.[NH:1]1[c:2]2[c:3]([cH:8][cH:9][c:10]3[cH:11][cH:12][cH:13][cH:14][c:15]23)[S:4][CH2:5][C:6]1=[O:7].[Na+:27].[OH2:33]>>[NH:1]1[c:2]2[c:3]([cH:8][cH:9][c:10]3[cH:11][cH:12][cH:13][cH:14][c:15]23)[S:4][C:5](=[CH:21][c:20]2[cH:19][cH:18][c:17]([Cl:16])[cH:24][cH:23]2)[C:6]1=[O:7]. The reactants are NS(=O)(=O)c1ccc(F)c([N+](=O)[O-])c1, [H-], [Na+], OCC1CCOCC1, C1CCOC1, O. Yields the product NS(=O)(=O)c1ccc(OCC2CCOCC2)c([N+](=O)[O-])c1. Reaction SMILES: [F:11][c:12]1[c:13]([N+:22](=[O:23])[O-:24])[cH:14][c:15]([S:18](=[O:19])(=[O:20])[NH2:21])[cH:16][cH:17]1.[H-:10].[Na+:9].[O:1]1[CH2:2][CH2:3][CH:4]([CH2:7][OH:8])[CH2:5][CH2:6]1.[O:26]1[CH2:27][CH2:28][CH2:29][CH2:30]1.[OH2:25]>>[O:1]1[CH2:2][CH2:3][CH:4]([CH2:7][O:8][c:12]2[c:13]([N+:22](=[O:23])[O-:24])[cH:14][c:15]([S:18](=[O:19])(=[O:20])[NH2:21])[cH:16][cH:17]2)[CH2:5][CH2:6]1. The reactants are BrC1=C(SC=C1)NC(OC(C)(C)C)=O (tert-butyl 3-bromothiophen-2-ylcarbamate), C(=O)([O-])[O-].[K+].[K+] (K2CO3), BrC(/C=C/C(=O)OC)C ((E)-methyl 4-bromopent-2-enoate), C1=CC=C(C=C1)P(C2=CC=CC=C2)C3=CC=CC=C3 (PPh3). Reagents/catalysts: C(C)(=O)[O-].[Pd+2].C(C)(=O)[O-] (Palladium(II) acetate). The solvent is CN(C)C=O (DMF), C(Cl)Cl (DCM). Run at time 16 hour. Yields the product COC(CC=1C2=C(N(C1C)C(=O)OC(C)(C)C)SC=C2)=O (tert-Butyl 4-(2-methoxy-2-oxoethyl)-5-methyl-6H-thieno[2,3-b]pyrrole-6-carboxylate). Yield: 36.3%. Reaction SMILES: Br[C:2]1[CH:6]=[CH:5][S:4][C:3]=1[NH:7][C:8](=[O:14])[O:9][C:10]([CH3:13])([CH3:12])[CH3:11].C([O-])([O-])=O.[K+].[K+].Br[CH:22]([CH3:29])/[CH:23]=[CH:24]/[C:25]([O:27][CH3:28])=[O:26].C1C=CC(P(C2C=CC=CC=2)C2C=CC=CC=2)=CC=1>CN(C=O)C.C([O-])(=O)C.[Pd+2].C([O-])(=O)C.C(Cl)Cl>[CH3:28][O:27][C:25](=[O:26])[CH2:24][C:23]1[C:2]2[CH:6]=[CH:5][S:4][C:3]=2[N:7]([C:8]([O:9][C:10]([CH3:13])([CH3:12])[CH3:11])=[O:14])[C:22]=1[CH3:29] |f:1.2.3,7.8.9|. Procedure details: To a solution of tert-butyl 3-bromothiophen-2-ylcarbamate (1 g, 3.59 mmol) in DMF (15 mL) was added K2CO3 (1.987 g, 14.38 mmol) and (E)-methyl 4-bromopent-2-enoate (prepared according to C. Girard et al, TL, vol 30, No. 52, pp 7399-7402, 1989) (1.388 g, 7.19 mmol). The reaction mixture was stirred at ambient temperature for 16 h. Palladium(II) acetate (0.040 g, 0.180 mmol) and PPh3 (0.094 g, 0.359 mmol) were added and the reaction mixture was heated to 85° C. for 18 h. DCM was added and the resu... Product: C(C1=CC=CC=C1)(C1=CC=CC=C1)[C@H]1CN(C[C@@H]2N1CCN(C2)C(=O)OCC2=CC=CC=C2)CC2=C(C=CC(=C2)N2N=NN=C2C(F)(F)F)OC ((4S,9aS)-4-benzhydryl-8-benzyloxycarbonyl-2-[2-methoxy-5-[5-(trifluoromethyl)-1H-tetrazol-1-yl]benzyl]octahydro-2H-pyrazino[1,2-a]pyrazine). RXN SMILES: [CH3:1][O:2][C:3]1[CH:10]=[CH:9][C:8]([N:11]2[C:15]([C:16]([F:19])([F:18])[F:17])=[N:14][N:13]=[N:12]2)=[CH:7][C:4]=1[CH:5]=O.Cl.Cl.[CH:22]([C@@H:35]1[N:40]2[CH2:41][CH2:42][N:43]([C:45]([O:47][CH2:48][C:49]3[CH:54]=[CH:53][CH:52]=[CH:51][CH:50]=3)=[O:46])[CH2:44][C@@H:39]2[CH2:38][NH:37][CH2:36]1)([C:29]1[CH:34]=[CH:33][CH:32]=[CH:31][CH:30]=1)[C:23]1[CH:28]=[CH:27][CH:26]=[CH:25][CH:24]=1.[Na].C(=O)([O-])O.[Na+]>ClCCl>[CH:22]([C@@H:35]1[N:40]2[CH2:41][CH2:42][N:43]([C:45]([O:47][CH2:48][C:49]3[CH:54]=[CH:53][CH:52]=[CH:51][CH:50]=3)=[O:46])[CH2:44][C@@H:39]2[CH2:38][N:37]([CH2:5][C:4]2[CH:7]=[C:8]([N:11]3[C:15]([C:16]([F:19])([F:18])[F:17])=[N:14][N:13]=[N:12]3)[CH:9]=[CH:10][C:3]=2[O:2][CH3:1])[CH2:36]1)([C:29]1[CH:30]=[CH:31][CH:32]=[CH:33][CH:34]=1)[C:23]1[CH:28]=[CH:27][CH:26]=[CH:25][CH:24]=1 |f:1.2.3,5.6,^1:54|. Procedure details: To a solution of 2-methoxy-5-[5-(trifluoromethyl)-1H-tetrazol-1-yl]benzaldehyde (582 mg) and (4S,9aS)-4-benzhydryl-8-(benzyloxycarbonyl)octahydro-2H-pyrazino[1,2-a]pyrazine dihydrochloride (1.0 g) in dichloromethane (10 ml) was added portionwise sodium tritacetoxyborohydride (824 mg) under ice-cooling, and then it was stirred at room temperature for 90 minutes. The mixture was poured into aqueous sodium hydrogen carbonate and extracted with dichloromethane. The organic layer was washed with brin... Run at time 90 minute. The yield is 72.3%. Starting materials: C(O)([O-])=O.[Na+] (sodium hydrogen carbonate), COC1=C(C=O)C=C(C=C1)N1N=NN=C1C(F)(F)F (2-methoxy-5-[5-(trifluoromethyl)-1H-tetrazol-1-yl]benzaldehyde), Cl.Cl.C(C1=CC=CC=C1)(C1=CC=CC=C1)[C@H]1CNC[C@@H]2N1CCN(C2)C(=O)OCC2=CC=CC=C2 ((4S,9aS)-4-benzhydryl-8-(benzyloxycarbonyl)octahydro-2H-pyrazino[1,2-a]pyrazine dihydrochloride), [Na] (sodium). Run in ClCCl (dichloromethane). Reactants: N[C@@H](CC(=O)O)C(=O)O (L-Aspartic acid), C(C)(=O)OC(C)C (Isopropyl acetate), Cl (HCl). Solvent: CO (methanol), CO (methanol), CO (methanol). Reaction conditions: time 6.5 hour. Yields the product Cl.CC([C@H](N)C(=O)O)C(=O)O (β-Methyl-L-Aspartate Hydrochloride). As a reaction SMILES: [ClH:1].[NH2:2][C@H:3]([C:8]([OH:10])=[O:9])[CH2:4][C:5]([OH:7])=[O:6].[C:11](OC(C)C)(=O)C>CO>[ClH:1].[CH3:11][CH:4]([C:5]([OH:7])=[O:6])[C@@H:3]([C:8]([OH:10])=[O:9])[NH2:2] |f:4.5|. Procedure: To methanol (500 ml) at 25°, gaseous HCl (0.89 mole) was bubbled into the solution over about 0.5 hr. L-Aspartic acid (0.77 mole) was added rapidly, then the resulting solution was held at 25° C. for 6.5 hrs. The methanol was stripped with an aspirator maintaining the pot temperature below 35° C. The batch became fairly thick when 145 ml (115 g) of methanol remained. Isopropyl acetate (435 ml) was added in about 0.5 hr, then the slurry was cooled to 0°-5° C. and held for 0.5 hr. Solid β-methyl-L...